This data is from the Open Reaction Database (ORD), a public repository of structured organic reaction records. The task is: describe an organic reaction: reactants, conditions, products, and yield The reactants are ClC1=C(C=CC(=C1)OC1=C(C=C(C=C1)F)F)C1(OC1)C (2-[2-chloro-4-(2,4-difluorophenoxy)phenyl]-2-methyl-oxirane), N1N=NC=C1 (triazole), [OH-].[Na+] (NaOH), CN1CCCC1=O (NMP). Solvent: CC(C)(C)OC (MTBE). Reaction conditions: temperature 120 celsius, time 15 hour. Yields the product ClC1=C(C=CC(=C1)OC1=C(C=C(C=C1)F)F)C(CN1N=CN=C1)(C)O (2-[2-chloro-4-(2,4-difluorophenoxy)phenyl]-1-(1,2,4-triazol-1-yl)propan-2-ol). RXN SMILES: [Cl:1][C:2]1[CH:7]=[C:6]([O:8][C:9]2[CH:14]=[CH:13][C:12]([F:15])=[CH:11][C:10]=2[F:16])[CH:5]=[CH:4][C:3]=1[C:17]1([CH3:20])[CH2:19][O:18]1.N1C=[CH:24][N:23]=[N:22]1.[OH-].[Na+].[CH3:28][N:29]1C(=O)CCC1>CC(OC)(C)C>[Cl:1][C:2]1[CH:7]=[C:6]([O:8][C:9]2[CH:14]=[CH:13][C:12]([F:15])=[CH:11][C:10]=2[F:16])[CH:5]=[CH:4][C:3]=1[C:17]([OH:18])([CH3:20])[CH2:19][N:23]1[CH:24]=[N:29][CH:28]=[N:22]1 |f:2.3|. Procedure: 2-[2-chloro-4-(2,4-difluorophenoxy)phenyl]-2-methyl-oxirane (5.0 g), triazole (5.24 g) and NaOH (1.52 g) were dissolved in NMP (50 mL) and the reaction mixture heated to 120° C. and stirred for 15 h. The reaction mixture was diluted with MTBE (200 mL) and extracted three times with 100 mL H2O. The organic phase was washed with sat. aq. NaCl-sol and dried over Na2SO4. After evaporation and column chromatography (CH2Cl2/MeOH, O-20% MeOH), 2-[2-chloro-4-(2,4-difluorophenoxy)phenyl]-1-(1,2,4-triazol... Reactants: C1(CC1)N(S(=O)(=O)C1=C(C=C(C=C1C)OC)C)CC=1OC=C(N1)C(=O)N1CCNCC1 (N-cyclopropyl-4-methoxy-2,6-dimethyl-N-{[4-(piperazin-1-ylcarbonyl)-1,3-oxazol-2-yl]methyl}benzenesulfonamide), CN1C=NC=C1C=O (1-methyl-1H-imidazole-5-carboxaldehyde), CC(=O)O (AcOH). Run in ClCCCl (DCE). Run at time 1 hour. The product is C1(CC1)N(S(=O)(=O)C1=C(C=C(C=C1C)OC)C)CC=1OC=C(N1)C(=O)N1CCN(CC1)CC1=CN=CN1C (N-Cyclopropyl-4-methoxy-2,6-dimethyl-N-{[4-({4-[(1-methyl-1H-imidazol-5-yl)methyl]piperazin-1-yl}carbonyl)-1,3-oxazol-2-yl]methyl}benzenesulfonamide). As a reaction SMILES: [CH:1]1([N:4]([CH2:18][C:19]2[O:20][CH:21]=[C:22]([C:24]([N:26]3[CH2:31][CH2:30][NH:29][CH2:28][CH2:27]3)=[O:25])[N:23]=2)[S:5]([C:8]2[C:13]([CH3:14])=[CH:12][C:11]([O:15][CH3:16])=[CH:10][C:9]=2[CH3:17])(=[O:7])=[O:6])[CH2:3][CH2:2]1.[CH3:32][N:33]1[C:37]([CH:38]=O)=[CH:36][N:35]=[CH:34]1.CC(O)=O>ClCCCl>[CH:1]1([N:4]([CH2:18][C:19]2[O:20][CH:21]=[C:22]([C:24]([N:26]3[CH2:31][CH2:30][N:29]([CH2:38][C:37]4[N:33]([CH3:32])[CH:34]=[N:35][CH:36]=4)[CH2:28][CH2:27]3)=[O:25])[N:23]=2)[S:5]([C:8]2[C:9]([CH3:17])=[CH:10][C:11]([O:15][CH3:16])=[CH:12][C:13]=2[CH3:14])(=[O:6])=[O:7])[CH2:2][CH2:3]1. Procedure details: To a stirred solution of N-cyclopropyl-4-methoxy-2,6-dimethyl-N-{[4-(piperazin-1-ylcarbonyl)-1,3-oxazol-2-yl]methyl}benzenesulfonamide (30 mg, 0.07 mmol) in DCE (2 mL) were added 1-methyl-1H-imidazole-5-carboxaldehyde (9 mg, 0.08 mmol) and AcOH (3 μL, 0.07 mmol) and the reaction mixture was stirred for 1 h at ambient temperature. STAB (20 mg, 0.09 mmol) was added and the reaction was stirred for 16 h. The reaction mixture was quenched with H2O (2 mL) and extracted with DCM (3×2 mL). The organic ...